From a dataset of the Open Reaction Database (ORD), a public repository of structured organic reaction records. describe an organic reaction: reactants, conditions, products, and yield Product: C1(=CC=CC=C1)S(=O)(=O)N1C2=C(C3=C1C=NC(=C3OC3CCN(CC3)CC(F)F)C#N)C=CC=N2 (9-Benzenesulfonoyl-5-[1-(2,2-difluoroethyl)-piperidin-4-yloxy]-9H-dipyrido[2,3-b;4′,3′-d]pyrrole-6-carbonitrile). Starting materials: C1(=CC=CC=C1)S(=O)(=O)N1C2=C(C3=C1C=NC(=C3OC3CCN(CC3)CC(F)F)C#N)C=C(C=N2)Br (9-benzenesulfonyl-3-bromo-5-[1-(2,2-difluoroethyl)-piperidin-4-yloxy]-9H-dipyrido[2,3-b;4′,3′-d]pyrrole-6-carbonitrile). As a reaction SMILES: [C:1]1([S:7]([N:10]2[C:14]3[CH:15]=[N:16][C:17]([C:30]#[N:31])=[C:18]([O:19][CH:20]4[CH2:25][CH2:24][N:23]([CH2:26][CH:27]([F:29])[F:28])[CH2:22][CH2:21]4)[C:13]=3[C:12]3[CH:32]=[C:33](Br)[CH:34]=[N:35][C:11]2=3)(=[O:9])=[O:8])[CH:6]=[CH:5][CH:4]=[CH:3][CH:2]=1>[Pd].ClCCl>[C:1]1([S:7]([N:10]2[C:14]3[CH:15]=[N:16][C:17]([C:30]#[N:31])=[C:18]([O:19][CH:20]4[CH2:21][CH2:22][N:23]([CH2:26][CH:27]([F:28])[F:29])[CH2:24][CH2:25]4)[C:13]=3[C:12]3[CH:32]=[CH:33][CH:34]=[N:35][C:11]2=3)(=[O:9])=[O:8])[CH:2]=[CH:3][CH:4]=[CH:5][CH:6]=1. Conditions: time 5 day. Reagents/catalysts: [Pd] (palladium on carbon). Yield: 31.6%. Run in industrial methylated spirits, ClCCl (dichloromethane). Procedure: A suspension of 9-benzenesulfonyl-3-bromo-5-[1-(2,2-difluoroethyl)-piperidin-4-yloxy]-9H-dipyrido[2,3-b;4′,3′-d]pyrrole-6-carbonitrile (240 mg, 0.42 mmol) and palladium on carbon (10 wt %, 50 mg) in industrial methylated spirits (5 mL) and dichloromethane (5 mL) was stirred at ambient temperature under an atmosphere of hydrogen for 5 days. The reaction vessel was purged with nitrogen then the reaction mixture was filtered through a PTFE filter cup. The filtrate was evaporated in-vacuo and the re... The reactants are CC(=O)Nc1ccc2c(c1)C(c1ccccc1F)=NCc1cnc(C)n1-2, CI, [H-], [Na+], O. The product is CC(=O)N(C)c1ccc2c(c1)C(c1ccccc1F)=NCc1cnc(C)n1-2. As a reaction SMILES: [C:1]([CH3:2])(=[O:3])[NH:4][c:5]1[cH:6][cH:7][c:8]2[c:9]([cH:26]1)[C:10]([c:19]1[c:20]([F:25])[cH:21][cH:22][cH:23][cH:24]1)=[N:11][CH2:12][c:13]1[n:14]-2[c:15]([CH3:18])[n:16][cH:17]1.[CH3:29][I:30].[H-:27].[Na+:28].[OH2:31]>>[C:1]([CH3:2])(=[O:3])[N:4]([c:5]1[cH:6][cH:7][c:8]2[c:9]([cH:26]1)[C:10]([c:19]1[c:20]([F:25])[cH:21][cH:22][cH:23][cH:24]1)=[N:11][CH2:12][c:13]1[n:14]-2[c:15]([CH3:18])[n:16][cH:17]1)[CH3:29].